Dataset: the Open Reaction Database (ORD), a public repository of structured organic reaction records. Task: describe an organic reaction: reactants, conditions, products, and yield Yields the product C(C)(C)(C)OC(=O)N1[C@@H]([C@H]2C[C@H]2C1)CNC(=O)C1=C(N=C2SC=CN21)C ((1S,2S,5R)-2-{[(6-Methyl-imidazo[2,1-b]thiazole-5-carbonyl)-amino]methyl}-3-aza-bicyclo[3.1.0]hexane-3-carboxylic Acid tert-butyl Ester). Reaction SMILES: [C:1]([O:5][C:6]([N:8]1[CH2:13][C@H:12]2[C@H:10]([CH2:11]2)[C@H:9]1[CH2:14][NH2:15])=[O:7])([CH3:4])([CH3:3])[CH3:2].[CH3:16][C:17]1[N:18]=[C:19]2[N:23]([C:24]=1[C:25](O)=[O:26])[CH:22]=[CH:21][S:20]2>>[C:1]([O:5][C:6]([N:8]1[CH2:13][C@H:12]2[C@H:10]([CH2:11]2)[C@H:9]1[CH2:14][NH:15][C:25]([C:24]1[N:23]2[C:19]([S:20][CH:21]=[CH:22]2)=[N:18][C:17]=1[CH3:16])=[O:26])=[O:7])([CH3:4])([CH3:3])[CH3:2]. Procedure details: prepared by reaction of (1S,2S,5R)-2-Aminomethyl-3-aza-bicyclo[3.1.0]hexane-3-carboxylic acid tert-butyl ester with 6-methyl-imidazo[2,1-b]thiazole-5-carboxylic acid (A. Andreani et al. Eur. J. Med. Chem. 1982, 17, 271-274). The reactants are C(C)(C)(C)OC(=O)N1[C@@H]([C@H]2C[C@H]2C1)CN ((1S,2S,5R)-2-Aminomethyl-3-aza-bicyclo[3.1.0]hexane-3-carboxylic acid tert-butyl ester), CC=1N=C2SC=CN2C1C(=O)O (6-methyl-imidazo[2,1-b]thiazole-5-carboxylic acid). Starting materials: C(C)(C)(C)C1C(CCC(C1)C(C)(C)C)=O (2,4-di-tert-butylcyclohexanone), C(C)(C)(C)C1=C(C=CC(=C1)C(C)(C)C)O (2,4-Di-tert-butylphenol). The reagents and catalysts are [Ni] (nickel). Yields the product C(C)(C)(C)C1C(CCC(C1)C(C)(C)C)O (2,4-di-tert-butylcyclohexanol). Reaction SMILES: [C:1]([CH:5]1[CH2:10][CH:9]([C:11]([CH3:14])([CH3:13])[CH3:12])[CH2:8][CH2:7][C:6]1=[O:15])([CH3:4])([CH3:3])[CH3:2].C(C1C=C(C(C)(C)C)C=CC=1O)(C)(C)C>[Ni]>[C:1]([CH:5]1[CH2:10][CH:9]([C:11]([CH3:14])([CH3:13])[CH3:12])[CH2:8][CH2:7][CH:6]1[OH:15])([CH3:4])([CH3:3])[CH3:2]. Procedure details: The 2,4-di-tert-butylcyclohexanone can be synthesized, for example, by the following manner. 2,4-Di-tert-butylphenol (IV), which is commercially available at a low price, is hydrogenated by using a nickel catalyst to give 2,4-di-tert-butylcyclohexanol (VII). Then the compound (VII) is oxidized to give the aimed compound (I). The hydrogenation of the compound (IV) can be readily carried out without using any solvent or by using an alcohol such as methanol or a hydrocarbon such as hexane at a temp... Reactants: ClC1=NC(=CC(=N1)Cl)C1=CC=C(C=C1)F (2,4-dichloro-6-(4-fluoro-phenyl)-pyrimidine), BrC=1C=C(C(=NC1)N1C[C@H](NCC1)C)C (1-(5-bromo-3-methyl-pyridin-2-yl)-3-(R)-methyl-piperazine), C(=O)([O-])[O-].[K+].[K+] (K2CO3). The solvent is CC(=O)N(C)C (DMA). The product is BrC=1C=C(C(=NC1)N1C[C@H](N(CC1)C1=NC(=NC(=C1)C1=CC=C(C=C1)F)Cl)C)C (4-[4-(5-Bromo-3-methyl-pyridin-2-yl)-2-(R)-methyl-piperazin-1-yl]-2-chloro-6-(4-fluoro-phenyl)-pyrimidine). As a reaction SMILES: [Cl:1][C:2]1[N:7]=[C:6](Cl)[CH:5]=[C:4]([C:9]2[CH:14]=[CH:13][C:12]([F:15])=[CH:11][CH:10]=2)[N:3]=1.[Br:16][C:17]1[CH:18]=[C:19]([CH3:30])[C:20]([N:23]2[CH2:28][CH2:27][NH:26][C@H:25]([CH3:29])[CH2:24]2)=[N:21][CH:22]=1.C([O-])([O-])=O.[K+].[K+]>CC(N(C)C)=O>[Br:16][C:17]1[CH:18]=[C:19]([CH3:30])[C:20]([N:23]2[CH2:28][CH2:27][N:26]([C:6]3[CH:5]=[C:4]([C:9]4[CH:14]=[CH:13][C:12]([F:15])=[CH:11][CH:10]=4)[N:3]=[C:2]([Cl:1])[N:7]=3)[C@H:25]([CH3:29])[CH2:24]2)=[N:21][CH:22]=1 |f:2.3.4|. Procedure details: Heat a mixture of 2,4-dichloro-6-(4-fluoro-phenyl)-pyrimidine (6.0 g, 24.7 mmol), 1-(5-bromo-3-methyl-pyridin-2-yl)-3-(R)-methyl-piperazine (7.0 g, 25.9 mmol) and K2CO3 (6.8 g, 49.4 mmol) in DMA at 60° C. for 16 h. Partition the mixture between EtOAc and water, dry (Na2SO4) the organic layer and concentrate under reduced pressure. Purify with flash silica gel column eluting with 15% EtOAc/hexanes. Concentrate under reduced pressure to give the title compound. The reactants are C[Si](C)(C)N=S(=O)(Oc1ccccc1)c1ccccc1, CO, CC#N. The product is N=S(=O)(Oc1ccccc1)c1ccccc1. Reaction SMILES: [CH3:1][Si:2]([N:3]=[S:4](=[O:5])([O:6][c:7]1[cH:8][cH:9][cH:10][cH:11][cH:12]1)[c:13]1[cH:14][cH:15][cH:16][cH:17][cH:18]1)([CH3:19])[CH3:20].[CH3:21][OH:22].[CH3:23][C:24]#[N:25]>>[NH:3]=[S:4](=[O:5])([O:6][c:7]1[cH:8][cH:9][cH:10][cH:11][cH:12]1)[c:13]1[cH:14][cH:15][cH:16][cH:17][cH:18]1. Starting materials: Clc1cccc(Br)c1Cl, CC1(C)NN(C2CCCCCCC2)C1=O. Yields the product CC1(C)C(=O)N(C2CCCCCCC2)N1c1cccc(Cl)c1Cl. Reaction SMILES: [Br:16][c:17]1[c:18]([Cl:24])[c:19]([Cl:23])[cH:20][cH:21][cH:22]1.[CH:1]1([N:9]2[NH:10][C:11]([CH3:14])([CH3:15])[C:12]2=[O:13])[CH2:2][CH2:3][CH2:4][CH2:5][CH2:6][CH2:7][CH2:8]1>>[CH:1]1([N:9]2[N:10]([c:17]3[c:18]([Cl:24])[c:19]([Cl:23])[cH:20][cH:21][cH:22]3)[C:11]([CH3:14])([CH3:15])[C:12]2=[O:13])[CH2:2][CH2:3][CH2:4][CH2:5][CH2:6][CH2:7][CH2:8]1.